Task: describe an organic reaction: reactants, conditions, products, and yield. Dataset: the Open Reaction Database (ORD), a public repository of structured organic reaction records Reactants: ClCCl, CO, Nc1nc(Cl)ccc1[N+](=O)[O-], NCCNc1ncc(CN2CCOCC2)c(-c2ccc(Cl)cc2Cl)n1. Yields the product Nc1nc(NCCNc2ncc(CN3CCOCC3)c(-c3ccc(Cl)cc3Cl)n2)ccc1[N+](=O)[O-]. As a reaction SMILES: [CH2:37]([Cl:38])[Cl:39].[CH3:40][OH:41].[Cl:26][c:27]1[n:28][c:29]([NH2:36])[c:30]([N+:33](=[O:34])[O-:35])[cH:31][cH:32]1.[NH2:1][CH2:2][CH2:3][NH:4][c:5]1[n:6][cH:7][c:8]([CH2:19][N:20]2[CH2:21][CH2:22][O:23][CH2:24][CH2:25]2)[c:9](-[c:11]2[c:12]([Cl:18])[cH:13][c:14]([Cl:17])[cH:15][cH:16]2)[n:10]1>>[NH:1]([CH2:2][CH2:3][NH:4][c:5]1[n:6][cH:7][c:8]([CH2:19][N:20]2[CH2:21][CH2:22][O:23][CH2:24][CH2:25]2)[c:9](-[c:11]2[c:12]([Cl:18])[cH:13][c:14]([Cl:17])[cH:15][cH:16]2)[n:10]1)[c:27]1[n:28][c:29]([NH2:36])[c:30]([N+:33](=[O:34])[O-:35])[cH:31][cH:32]1.